From a dataset of the Open Reaction Database (ORD), a public repository of structured organic reaction records. describe an organic reaction: reactants, conditions, products, and yield Starting materials: NC=1C=C2C(=CNC2=CC1)CCN(C)C (5-Amino-3-(2-dimethylaminoethyl)indole), ClC1=C(C(=O)N)C=CC=N1 (2-chloronicotinamide), N1=CC=CC=C1 (Pyridine). Solvent: BrC1=CC=CC=C1 (bromobenzene). Reaction conditions: temperature 156 celsius. The product is CN(CCC1=CNC2=CC=C(C=C12)NC1=NC=CC=C1C(=O)N)C (3-(2-Dimethylaminoethyl)-5-(3-aminocarbonylpyrid-2-ylamino)-1H-indole). Yield: 36.0%. RXN SMILES: [NH2:1][C:2]1[CH:3]=[C:4]2[C:8](=[CH:9][CH:10]=1)[NH:7][CH:6]=[C:5]2[CH2:11][CH2:12][N:13]([CH3:15])[CH3:14].Cl[C:17]1[N:25]=[CH:24][CH:23]=[CH:22][C:18]=1[C:19]([NH2:21])=[O:20].N1C=CC=CC=1>BrC1C=CC=CC=1>[CH3:15][N:13]([CH3:14])[CH2:12][CH2:11][C:5]1[C:4]2[C:8](=[CH:9][CH:10]=[C:2]([NH:1][C:17]3[C:18]([C:19]([NH2:21])=[O:20])=[CH:22][CH:23]=[CH:24][N:25]=3)[CH:3]=2)[NH:7][CH:6]=1. Reported procedure: 5-Amino-3-(2-dimethylaminoethyl)indole and 2-chloronicotinamide were used. Pyridine was used as base, bromobenzene was used as solvent, and the reaction was heated at reflux (156° C.) for 18 hours. Chromatography followed by recrystallization (methanol/water) of the resulting solid in afforded the title compound (36%) as a yellow solid: mp, 127.0°-129.0° C.; 13C NMR (CD3OD) δ173.0, 157.9, 152.2, 139.0, 135.4, 132.4, 129.0, 123.9, 119.1, 113.7, 113.2, 113.0, 112.5, 111.3, 61.4, 45.4, 24.3; HRMS c...